This data is from the Open Reaction Database (ORD), a public repository of structured organic reaction records. The task is: describe an organic reaction: reactants, conditions, products, and yield Starting materials: CC(C)(C)OC(=O)N1CCN(c2nc3ccc(C(F)(F)F)cc3s2)C(CO)C1, CI, CN(C)C=O, [H-], [Na+], O. The product is COCC1CN(C(=O)OC(C)(C)C)CCN1c1nc2ccc(C(F)(F)F)cc2s1. Reaction SMILES: [C:1]([CH3:2])([CH3:3])([CH3:4])[O:5][C:6](=[O:7])[N:8]1[CH2:9][CH:10]([CH2:27][OH:28])[N:11]([c:14]2[s:15][c:16]3[c:17]([n:18]2)[cH:19][cH:20][c:21]([C:23]([F:24])([F:25])[F:26])[cH:22]3)[CH2:12][CH2:13]1.[CH3:29][I:30].[CH3:34][N:35]([CH3:36])[CH:37]=[O:38].[H-:31].[Na+:32].[OH2:33]>>[C:1]([CH3:2])([CH3:3])([CH3:4])[O:5][C:6](=[O:7])[N:8]1[CH2:9][CH:10]([CH2:27][O:28][CH3:29])[N:11]([c:14]2[s:15][c:16]3[c:17]([n:18]2)[cH:19][cH:20][c:21]([C:23]([F:24])([F:25])[F:26])[cH:22]3)[CH2:12][CH2:13]1. Reactants: O=C(NC1Cc2ccc(Br)cc2C1)c1ccc(O)cn1, O=C([O-])[O-], CS(=O)(=O)OCC1CCCO1, [Cs+], [Cs+], CN(C)C=O, O. Product: O=C(NC1Cc2ccc(Br)cc2C1)c1ccc(OCC2CCCO2)cn1. RXN SMILES: [Br:1][c:2]1[cH:3][c:4]2[c:8]([cH:9][cH:10]1)[CH2:7][CH:6]([NH:11][C:12](=[O:13])[c:14]1[n:15][cH:16][c:17]([OH:20])[cH:18][cH:19]1)[CH2:5]2.[C:32](=[O:33])([O-:34])[O-:35].[CH3:21][S:22]([O:23][CH2:26][CH:27]1[O:28][CH2:29][CH2:30][CH2:31]1)(=[O:24])=[O:25].[Cs+:36].[Cs+:37].[O:38]=[CH:39][N:40]([CH3:41])[CH3:42].[OH2:43]>>[Br:1][c:2]1[cH:3][c:4]2[c:8]([cH:9][cH:10]1)[CH2:7][CH:6]([NH:11][C:12](=[O:13])[c:14]1[n:15][cH:16][c:17]([O:20][CH2:26][CH:27]3[O:28][CH2:29][CH2:30][CH2:31]3)[cH:18][cH:19]1)[CH2:5]2. Procedure: Synthesis of an intermediate in which m is 3 is detailed in Example 4. This route starts with the reaction of 3-butyn-1-ol with 2,4-dichloroiodobenzene in the presence of bis(triphenylphosphine)palladium(II) chloride and copper(I) iodide in acetonitrile and triethylamine, producing 4-(2,4-dichlorophenyl)-3-butyn-1-ol. Hydrogenation of this acetyleneic alcohol over platinum oxide produces 4-(2,4-dichlorophenyl)-1-butanol which is then oxidized with chromium trioxide and sulfuric acid to the corre... The reagents and catalysts are Cl[Pd]([P](C1=CC=CC=C1)(C2=CC=CC=C2)C3=CC=CC=C3)([P](C4=CC=CC=C4)(C5=CC=CC=C5)C6=CC=CC=C6)Cl (bis(triphenylphosphine)palladium(II) chloride), [Cu]I (copper(I) iodide). RXN SMILES: [CH2:1]([OH:5])[CH2:2][C:3]#[CH:4].[Cl:6][C:7]1[CH:12]=[C:11]([Cl:13])[CH:10]=[CH:9][C:8]=1I>C(#N)C.C(N(CC)CC)C.Cl[Pd](Cl)([P](C1C=CC=CC=1)(C1C=CC=CC=1)C1C=CC=CC=1)[P](C1C=CC=CC=1)(C1C=CC=CC=1)C1C=CC=CC=1.[Cu]I>[Cl:6][C:7]1[CH:12]=[C:11]([Cl:13])[CH:10]=[CH:9][C:8]=1[C:4]#[C:3][CH2:2][CH2:1][OH:5] |^1:27,46|. Run in C(C)#N (acetonitrile), C(C)N(CC)CC (triethylamine). The product is ClC1=C(C=CC(=C1)Cl)C#CCCO (4-(2,4-dichlorophenyl)-3-butyn-1-ol). Starting materials: C(CC#C)O (3-butyn-1-ol), ClC1=C(C=CC(=C1)Cl)I (2,4-dichloroiodobenzene). Reactants: BrC1=C(C=C2C=CNC2=C1)F (6-bromo-5-fluoro-1H-indole), C(N)(=O)C1=CN(C2=CC(=C(C=C12)F)F)CC(=O)O ((3-carbamoyl-5,6-difluoro-indol-1-yl)-acetic acid). Yields the product BrC1=C(C=C2C(=CN(C2=C1)CC(=O)O)C(N)=O)F ((6-Bromo-3-carbamoyl-5-fluoro-indol-1-yl)-acetic acid). RXN SMILES: [Br:1]C1C=C2C(C=CN2)=CC=1F.[C:12]([C:15]1[C:23]2[C:18](=[CH:19][C:20](F)=[C:21]([F:24])[CH:22]=2)[N:17]([CH2:26][C:27]([OH:29])=[O:28])[CH:16]=1)(=[O:14])[NH2:13]>>[Br:1][C:20]1[CH:19]=[C:18]2[C:23]([C:15]([C:12](=[O:14])[NH2:13])=[CH:16][N:17]2[CH2:26][C:27]([OH:29])=[O:28])=[CH:22][C:21]=1[F:24]. Reported procedure: was prepared from 6-bromo-5-fluoro-1H-indole [259860-08-7] in a similar manner as described for the preparation of (3-carbamoyl-5,6-difluoro-indol-1-yl)-acetic acid. White solid. MS (LC/MS): 315.0 [M+H]+, 631.0 [2M+H]+; tR (HPLC conditions k): 2.79 min. Starting materials: CCOC(=O)Cn1c(-c2cccc(Br)c2)nc2cccnc21, CCO, [Na+], [OH-], O. Yields the product O=C(O)Cn1c(-c2cccc(Br)c2)nc2cccnc21. As a reaction SMILES: [CH2:1]([CH3:2])[O:3][C:4]([CH2:5][n:6]1[c:7](-[c:15]2[cH:16][c:17]([Br:21])[cH:18][cH:19][cH:20]2)[n:8][c:9]2[c:10]1[n:11][cH:12][cH:13][cH:14]2)=[O:22].[CH3:23][CH2:24][OH:25].[Na+:27].[OH-:26].[OH2:28]>>[O:3]=[C:4]([CH2:5][n:6]1[c:7](-[c:15]2[cH:16][c:17]([Br:21])[cH:18][cH:19][cH:20]2)[n:8][c:9]2[c:10]1[n:11][cH:12][cH:13][cH:14]2)[OH:22]. Reactants: CN(C=O)C (N,N-dimethylformamide), ClCC=1C=C(C(=CC1CCl)OC)OC (4,5-bischloromethyl veratrol), CN(C=O)C (N,N-dimethylformamide), CC=1C=CC(=CC1)S(=O)(=O)N (p-toluenesulfonamide), [H-].[Na+] (sodium hydride), CN(C=O)C (N,N-dimethylformamide). The solvent is O (water). Reaction conditions: temperature 60 celsius, time 30 minute. Yields the product COC=1C=C2CN(CC2=CC1OC)S(=O)(=O)C1=CC=C(C=C1)C (5,6-dimethoxy-2-p-tolylsulfonvlisoindoline). The yield is 90.0%. As a reaction SMILES: CN(C)C=O.[CH3:6][C:7]1[CH:8]=[CH:9][C:10]([S:13]([NH2:16])(=[O:15])=[O:14])=[CH:11][CH:12]=1.[H-].[Na+].Cl[CH2:20][C:21]1[CH:22]=[C:23]([O:31][CH3:32])[C:24]([O:29][CH3:30])=[CH:25][C:26]=1[CH2:27]Cl>O>[CH3:32][O:31][C:23]1[CH:22]=[C:21]2[C:26](=[CH:25][C:24]=1[O:29][CH3:30])[CH2:27][N:16]([S:13]([C:10]1[CH:9]=[CH:8][C:7]([CH3:6])=[CH:12][CH:11]=1)(=[O:15])=[O:14])[CH2:20]2 |f:2.3|. Procedure details: 100 ml of an N,N-dimethylformamide solution containing 34.2 g (0.20 mol) of p-toluenesulfonamide, was dropwise added over a period of 60 minutes under cooling with ice to a suspension comprising 19.7 g (0.41 mol) of 50% oily sodium hydride and 60 ml of N,N-dimethylformamide. The reaction solution was stirred at room temperature for 30 minutes at 60° C., and then 300 ml of an N,N-dimethylformamide solution containing 47 g (0.20 mol) of 4,5-bischloromethyl veratrol was dropwise added over a period... Reactants: NC1=CC=C2CCC(C2=C1Br)=O (6-amino-7-bromo-1-indanone), C1(=CC=CC=C1)S(=O)(=O)Cl (phenylsulfonyl chloride). The solvent is C(Cl)Cl (CH2Cl2), N1=CC=CC=C1 (pyridine). Run at time 2 hour. Product: BrC1=C2C(CCC2=CC=C1NS(=O)(=O)C1=CC=CC=C1)=O (N-(4-bromo-3-oxo-2,3-dihydro-1H-inden-5-yl)benzenesulfonamide). The yield is 34.9%. Reaction SMILES: [NH2:1][C:2]1[C:10]([Br:11])=[C:9]2[C:5]([CH2:6][CH2:7][C:8]2=[O:12])=[CH:4][CH:3]=1.[C:13]1([S:19](Cl)(=[O:21])=[O:20])[CH:18]=[CH:17][CH:16]=[CH:15][CH:14]=1>N1C=CC=CC=1.C(Cl)Cl>[Br:11][C:10]1[C:2]([NH:1][S:19]([C:13]2[CH:18]=[CH:17][CH:16]=[CH:15][CH:14]=2)(=[O:21])=[O:20])=[CH:3][CH:4]=[C:5]2[C:9]=1[C:8](=[O:12])[CH2:7][CH2:6]2. Reported procedure: A solution of Example 129C (1.0808 g, 3.52 mmol) in pyridine (17.5 mL) was treated with phenylsulfonyl chloride (0.58 mL, 4.58 mmol), stirred for 2 hours, diluted with CH2Cl2, washed with 1N HCl (3×50 mL) and brine (50 mL), dried (MgSO4), filtered, and concentrated. The residue was purified by flash column chromatography on silica gel with 9:1 hexanes/ethyl acetate to provide the desired product (450 mg, 35%); MS (ESI(+)) m/e 368 (M+H)+; MS (ESI(−)) m/e 364, 366 (M−H)−; 1H NMR (300 MHz, DMSO-d6)...